This data is from the Open Reaction Database (ORD), a public repository of structured organic reaction records. The task is: describe an organic reaction: reactants, conditions, products, and yield Reactants: O=C(O)Cc1ccc(Cl)c(Cl)c1, O=S(Cl)Cl. RXN SMILES: [Cl:1][c:2]1[cH:3][c:4]([CH2:9][C:10](=[O:11])[OH:12])[cH:5][cH:6][c:7]1[Cl:8].[S:13]([Cl:14])([Cl:15])=[O:16]>>[Cl:1][c:2]1[cH:3][c:4]([CH2:9][C:10](=[O:12])[Cl:15])[cH:5][cH:6][c:7]1[Cl:8]. Yields the product O=C(Cl)Cc1ccc(Cl)c(Cl)c1. Reactants: organic acid, [OH-].[Mg+2].[OH-] (magnesium hydroxide), [OH-].[Ca+2].[OH-] (calcium hydroxide), [O-2].[Zn+2] (zinc oxide), C(CCCCCCCCCCCCCCCCC)(=O)[O-].[Mg+2].C(CCCCCCCCCCCCCCCCC)(=O)[O-] (magnesium stearate). Run in O (water), O (water). Conditions: time 3 hour. Yields the product [Mg] (magnesium), [Ca] (calcium), [Zn] (zinc), C(CCCCCCCCCCCCCCCCC)(=O)[O-].[Mg+2].C(CCCCCCCCCCCCCCCCC)(=O)[O-] (magnesium stearate). Reaction SMILES: [OH-].[Mg+2:2].[OH-].[OH-].[Ca+2:5].[OH-].[O-2].[Zn+2:8].[C:9]([O-:28])(=[O:27])[CH2:10][CH2:11][CH2:12][CH2:13][CH2:14][CH2:15][CH2:16][CH2:17][CH2:18][CH2:19][CH2:20][CH2:21][CH2:22][CH2:23][CH2:24][CH2:25][CH3:26].[Mg+2].[C:30]([O-:49])(=[O:48])[CH2:31][CH2:32][CH2:33][CH2:34][CH2:35][CH2:36][CH2:37][CH2:38][CH2:39][CH2:40][CH2:41][CH2:42][CH2:43][CH2:44][CH2:45][CH2:46][CH3:47]>O>[Mg:2].[Ca:5].[Zn:8].[C:9]([O-:28])(=[O:27])[CH2:10][CH2:11][CH2:12][CH2:13][CH2:14][CH2:15][CH2:16][CH2:17][CH2:18][CH2:19][CH2:20][CH2:21][CH2:22][CH2:23][CH2:24][CH2:25][CH3:26].[Mg+2:2].[C:30]([O-:49])(=[O:48])[CH2:31][CH2:32][CH2:33][CH2:34][CH2:35][CH2:36][CH2:37][CH2:38][CH2:39][CH2:40][CH2:41][CH2:42][CH2:43][CH2:44][CH2:45][CH2:46][CH3:47] |f:0.1.2,3.4.5,6.7,8.9.10,15.16.17|. Procedure: Aqueous solutions of a group of magnesium, calcium and zinc salts were prepared by mixing 0.06 moles of the organic acid with 0.033 moles of either magnesium hydroxide, calcium hydroxide or zinc oxide in 780 g of water, then heating the mixture to the reflux temperature with stirring for three hours followed by cooling to room temperature and filtering. A magnesium stearate solution was prepared by heating excess commercial magnesium stearate in water with stirring for four hours followed by coo... The reactants are CNCCCCCO (5-(methylamino)pentanol), ClC=1SC2=C(N1)C=CC=C2 (2-chlorobenzothiazole), [I-] (iodide). Reagents/catalysts: C([O-])([O-])=O.[Na+].[Na+] (sodium carbonate). Run in CC(=O)CC(C)C (methylisobutylketon). The product is OCCCCCN(C=1SC2=C(N1)C=CC=C2)C (N-(5-hydroxypentyl)-N-methyl-2-benzothiazolamine). Yield: 97.3%. Reaction SMILES: [CH3:1][NH:2][CH2:3][CH2:4][CH2:5][CH2:6][CH2:7][OH:8].Cl[C:10]1[S:11][C:12]2[CH:18]=[CH:17][CH:16]=[CH:15][C:13]=2[N:14]=1.[I-]>CC(CC(C)C)=O.C(=O)([O-])[O-].[Na+].[Na+]>[OH:8][CH2:7][CH2:6][CH2:5][CH2:4][CH2:3][N:2]([CH3:1])[C:10]1[S:11][C:12]2[CH:18]=[CH:17][CH:16]=[CH:15][C:13]=2[N:14]=1 |f:4.5.6|. Reported procedure: A mixture of 5-(methylamino)pentanol (0.23 mol), 2-chlorobenzothiazole (0.3 mol), sodium carbonate (0.4 g) and potssium iodide (catalytic quantity) in methylisobutylketon (1000 ml) was stirred and refluxed overnight. The reaction mixture was cooled, washed with water, dried, filtered and the filtrate was evaporated. The residue was stirred in water, acidified with HCl, stirred, washed with diisopropylether, and the acidic layer was alkalized with NH4OH. This mixture was extracted twice with CH2C...